From a dataset of the Open Reaction Database (ORD), a public repository of structured organic reaction records. describe an organic reaction: reactants, conditions, products, and yield Starting materials: COc1ccc(OC)c(Sc2nc3c(N)ncnc3[nH]2)c1, CC(=O)c1ccc(CCCl)cc1. Yields the product COc1ccc(OC)c(Sc2nc3c(N)ncnc3n2CCc2ccc(C(C)=O)cc2)c1. RXN SMILES: [CH3:1][O:2][c:3]1[c:4]([S:11][c:12]2[nH:13][c:14]3[n:15][cH:16][n:17][c:18]([NH2:21])[c:19]3[n:20]2)[cH:5][c:6]([O:9][CH3:10])[cH:7][cH:8]1.[Cl:22][CH2:23][CH2:24][c:25]1[cH:26][cH:27][c:28]([C:31]([CH3:32])=[O:33])[cH:29][cH:30]1>>[CH3:1][O:2][c:3]1[c:4]([S:11][c:12]2[n:13]([CH2:23][CH2:24][c:25]3[cH:26][cH:27][c:28]([C:31]([CH3:32])=[O:33])[cH:29][cH:30]3)[c:14]3[n:15][cH:16][n:17][c:18]([NH2:21])[c:19]3[n:20]2)[cH:5][c:6]([O:9][CH3:10])[cH:7][cH:8]1. Starting materials: COCCOCc1cc2cnc(Nc3ccc(N4CCN(C(=O)OC(C)(C)C)CC4)cn3)nc2n(C2CCCC2)c1=O, CCOCC, ClCCl, Cl. Yields the product Cl, COCCOCc1cc2cnc(Nc3ccc(N4CCNCC4)cn3)nc2n(C2CCCC2)c1=O. RXN SMILES: [C:1]([O:2][C:3](=[O:4])[N:8]1[CH2:9][CH2:10][N:11]([c:14]2[cH:15][n:16][c:17]([NH:20][c:21]3[n:22][cH:23][c:24]4[c:25]([n:26]3)[n:27]([CH:38]3[CH2:39][CH2:40][CH2:41][CH2:42]3)[c:28](=[O:37])[c:29]([CH2:31][O:32][CH2:33][CH2:34][O:35][CH3:36])[cH:30]4)[cH:18][cH:19]2)[CH2:12][CH2:13]1)([CH3:5])([CH3:6])[CH3:7].[CH3:47][CH2:48][O:49][CH2:50][CH3:51].[Cl:44][CH2:45][Cl:46].[ClH:43]>>[ClH:43].[NH:8]1[CH2:9][CH2:10][N:11]([c:14]2[cH:15][n:16][c:17]([NH:20][c:21]3[n:22][cH:23][c:24]4[c:25]([n:26]3)[n:27]([CH:38]3[CH2:39][CH2:40][CH2:41][CH2:42]3)[c:28](=[O:37])[c:29]([CH2:31][O:32][CH2:33][CH2:34][O:35][CH3:36])[cH:30]4)[cH:18][cH:19]2)[CH2:12][CH2:13]1. Reactants: ClCC(=C)Cl (1,2-dichloroprop-2-ene), [Cl-].[NH4+] (ammonium chloride), C(CCC)[Li] (n-Butyllithium), BrC1=C(C(=C(COC2OCCCC2)C(=C1F)F)F)F (2-[4-bromo-2,3,5,6-tetrafluorobenzyloxy]tetrahydropyran). Run in O1CCCC1 (tetrahydrofuran), O (water). Conditions: temperature -10 celsius, time 15 minute. The product is ClC(CC1=C(C(=C(COC2OCCCC2)C(=C1F)F)F)F)=C (2-[4-(2-chloroprop-2-en-1-yl)-2,3,5,6-tetrafluorobenzyloxy]tetrahydropyran). As a reaction SMILES: C([Li])CCC.Br[C:7]1[C:20]([F:21])=[C:19]([F:22])[C:10]([CH2:11][O:12][CH:13]2[CH2:18][CH2:17][CH2:16][CH2:15][O:14]2)=[C:9]([F:23])[C:8]=1[F:24].Cl[CH2:26][C:27]([Cl:29])=[CH2:28].[Cl-].[NH4+]>O1CCCC1.O>[Cl:29][C:27](=[CH2:26])[CH2:28][C:7]1[C:20]([F:21])=[C:19]([F:22])[C:10]([CH2:11][O:12][CH:13]2[CH2:18][CH2:17][CH2:16][CH2:15][O:14]2)=[C:9]([F:23])[C:8]=1[F:24] |f:3.4|. Procedure: n-Butyllithium (2.5M in hexane, 2.3 cm3) was added portionwise to a solution of 2-[4-bromo-2,3,5,6-tetrafluorobenzyloxy]tetrahydropyran (1.7 g) in dry tetrahydrofuran (10 cm3) under an atmosphere of dry nitrogen, whilst the reaction temperature was maintained between -30° C. and -20° C. After 15 minutes, copper (I) bromide-dimethyl sulphide complex (1.2 g) was added in one portion and the reaction temperature was maintained at -10° C. for 1 hour, after which time 1,2-dichloroprop-2-ene (1 cm3) w... The reactants are Cl.COC1=CC=C(C=C1)C(C1=CC(=CC=C1)[N+](=O)[O-])N (α-(4-methoxyphenyl)-3-nitrobenzylamine hydrochloride), FC1=CC=C(C(=O)Cl)C=C1 (4-fluorobenzoyl chloride). The product is COC1=CC=C(C=C1)C(NC(C1=CC=C(C=C1)F)=O)C1=CC(=CC=C1)[N+](=O)[O-] (N-[(4-Methoxyphenyl)-(3-nitrophenyl)methyl]-4-fluorobenzamide). Yield: 88.3%. As a reaction SMILES: Cl.[CH3:2][O:3][C:4]1[CH:9]=[CH:8][C:7]([CH:10]([NH2:20])[C:11]2[CH:16]=[CH:15][CH:14]=[C:13]([N+:17]([O-:19])=[O:18])[CH:12]=2)=[CH:6][CH:5]=1.[F:21][C:22]1[CH:30]=[CH:29][C:25]([C:26](Cl)=[O:27])=[CH:24][CH:23]=1>>[CH3:2][O:3][C:4]1[CH:9]=[CH:8][C:7]([CH:10]([C:11]2[CH:16]=[CH:15][CH:14]=[C:13]([N+:17]([O-:19])=[O:18])[CH:12]=2)[NH:20][C:26](=[O:27])[C:25]2[CH:29]=[CH:30][C:22]([F:21])=[CH:23][CH:24]=2)=[CH:6][CH:5]=1 |f:0.1|. Procedure: In a similar manner to that described in Example (46c) α-(4-methoxyphenyl)-3-nitrobenzylamine hydrochloride (1.51 g) [prepared as described in Example 46(b) above] and 4-fluorobenzoyl chloride (813 mg) were reacted, to afford the title compound (1.72 g) as a white solid. Reactants: CC(C)(C)OC(=O)N1CCC(C(=O)O)CC1, C1CCOC1, CN1CCOCC1, CC(C)COC(=O)Cl, Cl, NCC(=O)c1cccc(C(F)(F)F)c1. Yields the product CC(C)(C)OC(=O)N1CCC(C(=O)NCC(=O)c2cccc(C(F)(F)F)c2)CC1. Reaction SMILES: [C:8]([CH3:9])([CH3:10])([CH3:11])[O:12][C:13](=[O:14])[N:15]1[CH2:16][CH2:17][CH:18]([C:21](=[O:22])[OH:23])[CH2:19][CH2:20]1.[CH2:47]1[O:48][CH2:49][CH2:50][CH2:51]1.[CH3:1][N:2]1[CH2:3][CH2:4][O:5][CH2:6][CH2:7]1.[Cl:24][C:25]([O:26][CH2:27][CH:28]([CH3:29])[CH3:30])=[O:31].[ClH:32].[NH2:33][CH2:34][C:35](=[O:36])[c:37]1[cH:38][c:39]([C:43]([F:44])([F:45])[F:46])[cH:40][cH:41][cH:42]1>>[C:8]([CH3:9])([CH3:10])([CH3:11])[O:12][C:13](=[O:14])[N:15]1[CH2:16][CH2:17][CH:18]([C:21](=[O:23])[NH:33][CH2:34][C:35](=[O:36])[c:37]2[cH:38][c:39]([C:43]([F:44])([F:45])[F:46])[cH:40][cH:41][cH:42]2)[CH2:19][CH2:20]1.